This data is from the Open Reaction Database (ORD), a public repository of structured organic reaction records. The task is: describe an organic reaction: reactants, conditions, products, and yield Starting materials: C1(=CC=CC=C1)C(C1=CC=CC=C1)OC(=O)C1=C(CS[C@H]2N1C([C@H]2NC(C(NC(=O)OC(C)(C)C)C2=CC=CC=C2)=O)=O)SC(SC=2N=NNC2)C(C2=CC=CC=C2)(C2=CC=CC=C2)C2=CC=CC=C2 (7β-(N-t-butoxycarbonyl-2-phenylglycylamino) -3- (trityl-1,2,3-triazol-4-ylthiomethylthio) -3-cephem-4-carboxylic acid diphenylmethyl ester), FC(C(=O)O)(F)F (trifluoro- acetic acid), ice water, C(C)(=O)OCC (ethyl acetate). Solvent: C1(=CC=CC=C1)OC (anisole), ClCCl (dichloromethane). Conditions: time 50 minute. Yields the product C1(=CC=CC=C1)C(N)C(=O)N[C@H]1[C@@H]2N(C(=C(CS2)SCSC=2N=NNC2)C(=O)O)C1=O (7β-(2-phenylglycylamino)-3-(1,2,3-triazol -4-ylthiomethylthio)-3-cephem-4-carboxylic acid). Isolated yield 67.4%. Reaction SMILES: C1(C([O:14][C:15]([C:17]2[N:22]3[C:23](=[O:43])[C@@H:24]([NH:25][C:26](=[O:42])[CH:27]([C:36]4[CH:41]=[CH:40][CH:39]=[CH:38][CH:37]=4)[NH:28]C(OC(C)(C)C)=O)[C@H:21]3[S:20][CH2:19][C:18]=2[S:44][CH:45](C(C2C=CC=CC=2)(C2C=CC=CC=2)C2C=CC=CC=2)[S:46][C:47]2[N:48]=[N:49][NH:50][CH:51]=2)=[O:16])C2C=CC=CC=2)C=CC=CC=1.FC(F)(F)C(O)=O.C(OCC)(=O)C>C1(OC)C=CC=CC=1.ClCCl>[C:36]1([CH:27]([C:26]([NH:25][C@@H:24]2[C:23](=[O:43])[N:22]3[C:17]([C:15]([OH:16])=[O:14])=[C:18]([S:44][CH2:45][S:46][C:47]4[N:48]=[N:49][NH:50][CH:51]=4)[CH2:19][S:20][C@H:21]23)=[O:42])[NH2:28])[CH:37]=[CH:38][CH:39]=[CH:40][CH:41]=1. Reported procedure: To a solution of 7β-(N-t-butoxycarbonyl-2-phenylglycylamino) -3- (trityl-1,2,3-triazol-4-ylthiomethylthio) -3-cephem-4-carboxylic acid diphenylmethyl ester (480 mg : 0.487 mMol.) in a mixture of anisole (1.2 ml) and dichloromethane (3 ml) under ice cooling is added trifluoro- acetic acid (3 ml), and the mixture is stirred under ice cooling for 30 minutes and at room temperature for 50 minutes. The reaction mixture is shaken with ice water and ethyl acetate under ice cooling. The aqueous layer is... The reactants are O=C(OOC(=O)c1ccccc1)c1ccccc1, CCc1ncc2ccccc2n1, ClC(Cl)Cl, O=C1CCC(=O)N1Br. Product: BrCc1ncc2ccccc2n1. Reaction SMILES: [C:21]([O:22][O:23][C:24](=[O:25])[c:26]1[cH:27][cH:28][cH:29][cH:30][cH:31]1)(=[O:32])[c:33]1[cH:34][cH:35][cH:36][cH:37][cH:38]1.[CH2:1]([CH3:2])[c:3]1[n:4][c:5]2[cH:6][cH:7][cH:8][cH:9][c:10]2[cH:11][n:12]1.[CH:39]([Cl:40])([Cl:41])[Cl:42].[O:13]=[C:14]1[N:15]([Br:20])[C:16](=[O:17])[CH2:18][CH2:19]1>>[CH2:1]([c:3]1[n:4][c:5]2[cH:6][cH:7][cH:8][cH:9][c:10]2[cH:11][n:12]1)[Br:20]. Reactants: FC(F)(F)c1cc(-c2ccc(Cl)c(Cl)c2)nc(-c2cccc(Br)c2)n1, CC1(C)OB(c2ccc(N)nc2)OC1(C)C. The product is Nc1ccc(-c2cccc(-c3nc(-c4ccc(Cl)c(Cl)c4)cc(C(F)(F)F)n3)c2)cn1. RXN SMILES: [Br:1][c:2]1[cH:3][c:4](-[c:8]2[n:9][c:10]([C:22]([F:23])([F:24])[F:25])[cH:11][c:12](-[c:14]3[cH:15][c:16]([Cl:21])[c:17]([Cl:20])[cH:18][cH:19]3)[n:13]2)[cH:5][cH:6][cH:7]1.[NH2:26][c:27]1[n:28][cH:29][c:30]([B:33]2[O:34][C:35]([CH3:36])([CH3:37])[C:38]([CH3:39])([CH3:40])[O:41]2)[cH:31][cH:32]1>>[c:2]1(-[c:30]2[cH:29][n:28][c:27]([NH2:26])[cH:32][cH:31]2)[cH:3][c:4](-[c:8]2[n:9][c:10]([C:22]([F:23])([F:24])[F:25])[cH:11][c:12](-[c:14]3[cH:15][c:16]([Cl:21])[c:17]([Cl:20])[cH:18][cH:19]3)[n:13]2)[cH:5][cH:6][cH:7]1. The reactants are [BH4-].[Na+] (sodium borohydride), CN1N=NN=C1SCC=1CS[C@H]2N(C1C(=O)O)C(C2NC(C(=O)C=2NC(SC2)=O)=O)=O (3-(1-methyl-1H-tetrazol-5-yl)thiomethyl-7-[2-(2-oxo-2,3-dihydro-1,3-thiazol-4-yl)glyoxylamido]-3-cephem-4-carboxylic acid), [OH-].[Na+] (sodium hydroxide), CN1N=NN=C1SCC=1CS[C@H]2N(C1C(=O)O)C(C2NC(C(=O)C=2N=C(SC2)O)=O)=O (3-(1-methyl-1H-tetrazol-5-yl)thiomethyl-7-[2-(2-hydroxy-1,3-thiazol-4-yl)glyoxylamido]-3-cephem-4-carboxylic acid), CO (methanol), [BH4-].[Na+] (sodium borohydride). Run in C(C)O (ethanol), C(C)O (ethanol). Yields the product CN1N=NN=C1SCC=1CS[C@H]2N(C1C(=O)O)C(C2NC(C(C=2NC(SC2)=O)O)=O)=O (3-(1-methyl-1H-tetrazol-5-yl)thiomethyl-7-[2-hydroxy-2-(2-oxo-2,3-dihydro-1,3-thiazol-4-yl)acetamido]-3-cephem-4-carboxylic acid). Reaction SMILES: [CH3:1][N:2]1[C:6]([S:7][CH2:8][C:9]2[CH2:10][S:11][C@@H:12]3[CH:19]([NH:20][C:21](=[O:30])[C:22]([C:24]4[NH:25][C:26](=[O:29])[S:27][CH:28]=4)=[O:23])[C:18](=[O:31])[N:13]3[C:14]=2[C:15]([OH:17])=[O:16])=[N:5][N:4]=[N:3]1.CO.[OH-].[Na+].[BH4-].[Na+]>C(O)C>[CH3:1][N:2]1[C:6]([S:7][CH2:8][C:9]2[CH2:10][S:11][C@@H:12]3[CH:19]([NH:20][C:21](=[O:30])[CH:22]([OH:23])[C:24]4[NH:25][C:26](=[O:29])[S:27][CH:28]=4)[C:18](=[O:31])[N:13]3[C:14]=2[C:15]([OH:17])=[O:16])=[N:5][N:4]=[N:3]1 |f:2.3,4.5|. Procedure: To a mixture of 3-(1-methyl-1H-tetrazol-5-yl)thiomethyl-7-[2-(2-oxo-2,3-dihydro-1,3-thiazol-4-yl)glyoxylamido]-3-cephem-4-carboxylic acid, which can be represented as 3-(1-methyl-1H-tetrazol-5-yl)thiomethyl-7-[2-(2-hydroxy-1,3-thiazol-4-yl)glyoxylamido]-3-cephem-4-carboxylic acid, (5.2 g.), methanol (200 ml.) and 1 N sodium hydroxide aqueous solution (10.8 ml.) was dropwise added a mixture of sodium borohydride (0.205 g.) and ethanol (8 ml.) over 10 minutes at 5° to 10° C. with stirring. The mix... Starting materials: ClC1=CC=C(C=2N(C(=NC21)NC2=C(C=C(C=C2C)Cl)OC)C)C(=O)OC (methyl 4-chloro-2-[(4-chloro-2-methoxy-6-methylphenyl)amino]-1-methyl-1H-benzimidazole-7-carboxylate), CCCCC (pentane), C(C)(C)[Li] (isopropyl lithium). Run in C(C)OCC (diethylether). Conditions: temperature 0 celsius, time 1 hour. Yields the product ClC1=CC=C(C=2N(C(=NC21)NC2=C(C=C(C=C2C)Cl)OC)C)C(C(C)C)(C(C)C)O (3-{4-Chloro-2-[(4-chloro-2-methoxy-6-methylphenyl)amino]-1-methyl-1H-benzimidazol-7-yl}-2,4-dimethylpentan-3-ol). Yield: 68.0%. As a reaction SMILES: [Cl:1][C:2]1[C:10]2[N:9]=[C:8]([NH:11][C:12]3[C:17]([CH3:18])=[CH:16][C:15]([Cl:19])=[CH:14][C:13]=3[O:20][CH3:21])[N:7]([CH3:22])[C:6]=2[C:5]([C:23]([O:25]C)=O)=[CH:4][CH:3]=1.CC[CH2:29][CH2:30][CH3:31].[CH:32]([Li])([CH3:34])[CH3:33]>C(OCC)C>[Cl:1][C:2]1[C:10]2[N:9]=[C:8]([NH:11][C:12]3[C:17]([CH3:18])=[CH:16][C:15]([Cl:19])=[CH:14][C:13]=3[O:20][CH3:21])[N:7]([CH3:22])[C:6]=2[C:5]([C:23]([OH:25])([CH:30]([CH3:29])[CH3:31])[CH:32]([CH3:34])[CH3:33])=[CH:4][CH:3]=1. Reported procedure: To a solution of methyl 4-chloro-2-[(4-chloro-2-methoxy-6-methylphenyl)amino]-1-methyl-1H-benzimidazole-7-carboxylate (200 mg, 0.50 mmol) in diethylether (3 mL) was added dropwise a pentane solution of isopropyl lithium (0.7 M solution, 5 mL) at −78° C., and stirred at 0° C. for 1 h. The reaction mixture was quenched with 6N hydrochloric acid, and extracted with ethyl acetate. The organic layer was dried over magnesium sulfate, filtered, and concentrated in vacuo. The residue was purified by pre... Reactants: [NH4+].[Cl-] (NH4Cl), ClC=1C=C(C=C(C1OCC(F)(F)F)C1=CC=C(C=C1)C(F)(F)F)CC(=O)OCC (Ethyl 2-(5-chloro-6-(2,2,2-trifluoroethoxy)-4′-(trifluoromethyl)biphenyl-3-yl)acetate), BrCCCCCBr (1,5-dibromopentane), [H-].[Na+] (NaH). Run in CN(C)C=O (DMF). Conditions: time 30 minute. The product is ClC=1C=C(C=C(C1OCC(F)(F)F)C1=CC=C(C=C1)C(F)(F)F)C1(CCCCC1)C(=O)OCC (ethyl 1-(5-chloro-6-(2,2,2-trifluoroethoxy)-4′-(trifluoromethyl)biphenyl-3-yl)-cyclohexanecarboxylate). Yield: 64.3%. As a reaction SMILES: [Cl:1][C:2]1[CH:3]=[C:4]([CH2:24][C:25]([O:27][CH2:28][CH3:29])=[O:26])[CH:5]=[C:6]([C:14]2[CH:19]=[CH:18][C:17]([C:20]([F:23])([F:22])[F:21])=[CH:16][CH:15]=2)[C:7]=1[O:8][CH2:9][C:10]([F:13])([F:12])[F:11].[H-].[Na+].Br[CH2:33][CH2:34][CH2:35][CH2:36][CH2:37]Br.[NH4+].[Cl-]>CN(C=O)C>[Cl:1][C:2]1[CH:3]=[C:4]([C:24]2([C:25]([O:27][CH2:28][CH3:29])=[O:26])[CH2:37][CH2:36][CH2:35][CH2:34][CH2:33]2)[CH:5]=[C:6]([C:14]2[CH:15]=[CH:16][C:17]([C:20]([F:21])([F:22])[F:23])=[CH:18][CH:19]=2)[C:7]=1[O:8][CH2:9][C:10]([F:13])([F:12])[F:11] |f:1.2,4.5|. Reported procedure: Ethyl 2-(5-chloro-6-(2,2,2-trifluoroethoxy)-4′-(trifluoromethyl)biphenyl-3-yl)acetate (0.5 g, 1.13 mmol) was dissolved in anhydrous DMF (30 mL), NaH (60% wt. in paraffin oil, 0.113 g, 2.8 mmol) was added at 0° C. The reaction mixture was stirred for 30 min at room temperature and 1,5-dibromopentane (0.19 g, 1.24 mmol) was added drop wise at 0° C. The reaction mixture was stirred an additional 1 h at 0° C. and saturated NH4Cl solution (10 mL) was added. The reaction mixture was extracted with EtO... The reactants are C1(=CC=CC=C1)S(=O)(=O)N1C=C(C=2C1=NC=CC2)C2=CC=C1CCCC(C1=C2)NC(=O)C=2C(N(C=CC2)CC2=CC(=C(C=C2)F)F)=O (1-(3,4-Difluoro-benzyl)-2-oxo-1,2-dihydro-pyridine-3-carboxylic acid [7-(1-benzenesulfonyl-1H-pyrrolo[2,3-b]pyridin-3-yl)-1,2,3,4-tetrahydro-naphthalen-1-yl]-amide), C(Cl)Cl (Methylene chloride). The solvent is C[O-].[Na+] (Sodium methoxide), CO (methanol). Product: N1C=C(C=2C1=NC=CC2)C2=CC=C1CCCC(C1=C2)NC(=O)C=2C(N(C=CC2)CC2=CC(=C(C=C2)F)F)=O (1-(3,4-Difluoro-benzyl)-2-oxo-1,2-dihydro-pyridine-3-carboxylic acid [7-(1H-pyrrolo[2,3-b]pyridin-3-yl)-1,2,3,4-tetrahydro-naphthalen-1-yl]-amide). As a reaction SMILES: C1(S([N:10]2[C:14]3=[N:15][CH:16]=[CH:17][CH:18]=[C:13]3[C:12]([C:19]3[CH:28]=[C:27]4[C:22]([CH2:23][CH2:24][CH2:25][CH:26]4[NH:29][C:30]([C:32]4[C:33](=[O:47])[N:34]([CH2:38][C:39]5[CH:44]=[CH:43][C:42]([F:45])=[C:41]([F:46])[CH:40]=5)[CH:35]=[CH:36][CH:37]=4)=[O:31])=[CH:21][CH:20]=3)=[CH:11]2)(=O)=O)C=CC=CC=1.C(Cl)Cl>C[O-].[Na+].CO>[NH:10]1[C:14]2=[N:15][CH:16]=[CH:17][CH:18]=[C:13]2[C:12]([C:19]2[CH:28]=[C:27]3[C:22]([CH2:23][CH2:24][CH2:25][CH:26]3[NH:29][C:30]([C:32]3[C:33](=[O:47])[N:34]([CH2:38][C:39]4[CH:44]=[CH:43][C:42]([F:45])=[C:41]([F:46])[CH:40]=4)[CH:35]=[CH:36][CH:37]=3)=[O:31])=[CH:21][CH:20]=2)=[CH:11]1 |f:2.3|. Procedure details: 1-(3,4-Difluoro-benzyl)-2-oxo-1,2-dihydro-pyridine-3-carboxylic acid [7-(1-benzenesulfonyl-1H-pyrrolo[2,3-b]pyridin-3-yl)-1,2,3,4-tetrahydro-naphthalen-1-yl]-amide (0.063 g, 0.000097 mol;) was dissolved in 0.5 M of Sodium methoxide in methanol (3 mL) and Methylene chloride (3 g, 0.04 mol;) and heated at 75 C for 1 hour. LC-MS showed the disappearance of starting material and the appearance of product. The reaction was concentrated and dissolved in DMSO and methanol 1:1 for purification by Gilson... The reactants are CN(C)c1ccncc1, ClCCl, [N-]=[N+]=NC(Cc1ccccc1)C(O)CO, Cc1ccc(S(=O)(=O)Cl)cc1, c1ccncc1. Product: Cc1ccc(S(=O)(=O)OCC(O)C(Cc2ccccc2)N=[N+]=[N-])cc1. As a reaction SMILES: [CH3:27][N:28]([CH3:29])[c:30]1[cH:31][cH:32][n:33][cH:34][cH:35]1.[Cl:36][CH2:37][Cl:38].[N:12](=[N+:13]=[N-:14])[CH:15]([CH:16]([CH2:17][OH:18])[OH:19])[CH2:20][c:21]1[cH:22][cH:23][cH:24][cH:25][cH:26]1.[c:1]1([CH3:11])[cH:2][cH:3][c:4]([S:7](=[O:8])(=[O:9])[Cl:10])[cH:5][cH:6]1.[cH:39]1[cH:40][cH:41][n:42][cH:43][cH:44]1>>[c:1]1([CH3:11])[cH:2][cH:3][c:4]([S:7](=[O:8])(=[O:9])[O:18][CH2:17][CH:16]([CH:15]([N:12]=[N+:13]=[N-:14])[CH2:20][c:21]2[cH:22][cH:23][cH:24][cH:25][cH:26]2)[OH:19])[cH:5][cH:6]1. Reactants: ClC=1C=C(C2=C(C(N[C@H](C(N2)=O)C)=O)C1)[N+](=O)[O-] ((S)-7-chloro-3-methyl-9-nitro-3,4-dihydro-1H-1,4-benzodiazepine-2,5-dione), O (water). Reagents/catalysts: [Pd] (palladium-on-charcoal). The solvent is C(C)(=O)O (acetic acid). Conditions: time 15 minute. The product is NC1=CC=CC=2C(N[C@H](C(NC21)=O)C)=O ((S)-9-Amino-3-methyl-3,4-dihydro-1H-1,4-benzodiazepine-2,5-dione). Yield: 88.6%. RXN SMILES: Cl[C:2]1[CH:3]=[C:4]([N+:16]([O-])=O)[C:5]2[NH:11][C:10](=[O:12])[C@H:9]([CH3:13])[NH:8][C:7](=[O:14])[C:6]=2[CH:15]=1.O>[Pd].C(O)(=O)C>[NH2:16][C:4]1[C:5]2[NH:11][C:10](=[O:12])[C@H:9]([CH3:13])[NH:8][C:7](=[O:14])[C:6]=2[CH:15]=[CH:2][CH:3]=1. Procedure: 6 g (0.022 mol) of (S)-7-chloro-3-methyl-9-nitro-3,4-dihydro-1H-1,4-benzodiazepine-2,5-dione, 200 ml of water, 200 ml of acetic acid and 0.5 g of 5% palladium-on-charcoal are placed in a Parr bottle. The catalytic hydrogenation is carried out under 40 psi at 50° C. The catalyst is filtered, is washed with an acetic acid/water (50/50) mixture and the filtrate is concentrated to dryness. It is taken up in water and the pH adjusted to alkaline with a sodium carbonate solution. The mixture is left s... Reactants: CN1CCN(CC1)C1=C(C=O)C=CC=C1 (2-(4-methylpiperazin-1-yl)benzaldehyde), C1(=CC=CC=C1)CC(=O)NC1=CC=CC=C1 (2,N-diphenylacetamide), N#N (N2), C[O-].[Na+] (sodium methoxide), C[O-].[Na+] (sodium methoxide). Run in CN(C=O)C (N,N-dimethylformamide), C1=CC=CC=C1 (benzene), C(C)(=O)OCC (ethyl acetate). Reaction conditions: time 7 hour. Yields the product CN1CCN(CC1)C1=C(C=CC=C1)C=C(C(=O)NC1=CC=CC=C1)C1=CC=CC=C1 (3-[2-(4-Methylpiperazin-1-yl)phenyl]2,N-diphenylacrylamide). Isolated yield 11.4%. As a reaction SMILES: [CH3:1][N:2]1[CH2:7][CH2:6][N:5]([C:8]2[CH:15]=[CH:14][CH:13]=[CH:12][C:9]=2[CH:10]=O)[CH2:4][CH2:3]1.[C:16]1([CH2:22][C:23]([NH:25][C:26]2[CH:31]=[CH:30][CH:29]=[CH:28][CH:27]=2)=[O:24])[CH:21]=[CH:20][CH:19]=[CH:18][CH:17]=1.C[O-].[Na+].N#N>C(OCC)(=O)C.CN(C)C=O.C1C=CC=CC=1>[CH3:1][N:2]1[CH2:7][CH2:6][N:5]([C:8]2[CH:15]=[CH:14][CH:13]=[CH:12][C:9]=2[CH:10]=[C:22]([C:16]2[CH:21]=[CH:20][CH:19]=[CH:18][CH:17]=2)[C:23]([NH:25][C:26]2[CH:31]=[CH:30][CH:29]=[CH:28][CH:27]=2)=[O:24])[CH2:4][CH2:3]1 |f:2.3|. Procedure: To a mixture of 2-(4-methylpiperazin-1-yl)benzaldehyde (0.157 g, 0.77 mmol), 2,N-diphenylacetamide (0.162 g, 0.77 mmol), benzene (1.0 mL) and N,N-dimethylformamide (1.1 mL) was added anhydrous sodium methoxide (0.087 g, 1.62 mmol). Under a nitrogen atmosphere (N2), the mixture was heated to 80° C. for 16 hours, at which time another 46 mg of sodium methoxide (NaOCH3) was added and heating continued at 130° C. for 7 hours. The reaction was cooled to room temperature and was diluted with ethyl ace...